The task is: describe an organic reaction: reactants, conditions, products, and yield. This data is from the Open Reaction Database (ORD), a public repository of structured organic reaction records. Starting materials: C1=CC=CC2=CC=CC=C12 (naphthalene), ClS(=O)(=O)O (chlorosulfonic acid), [Cl-] (chloride), S(N)(O)(=O)=O (sulfamic acid). Run in O (water). Yields the product C1(=CC=CC=2C(=CC=CC12)S(=O)(=O)Cl)S(=O)(=O)Cl (naphthalene-1,5-disulfonyl chloride). RXN SMILES: [CH:1]1[C:10]2[C:5](=[CH:6][CH:7]=[CH:8][CH:9]=2)[CH:4]=[CH:3][CH:2]=1.[Cl:11][S:12]([OH:15])(=O)=[O:13].[S:16](=[O:20])(=O)([OH:18])N.[Cl-:21]>O>[C:9]1([S:12]([Cl:11])(=[O:15])=[O:13])[C:10]2[CH:1]=[CH:2][CH:3]=[C:4]([S:16]([Cl:21])(=[O:20])=[O:18])[C:5]=2[CH:6]=[CH:7][CH:8]=1. Reported procedure: 64.1 g (0.5 mol) of naphthalene and 640.7 g (5.5 mol) of chlorosulfonic acid are reacted as in Example 26, but without addition of sulfamic acid. 139.4 g of naphthalene-1,5-disulfonyl chloride having a water content of 25.8% and a chloride content of 72.5%, corresponding to 101.1 g (62.2%), are obtained. Reactants: COC(C)(C)OC, CC(C)=O, [Na+], [Na+], O=C([O-])[O-], CCOC(=O)C(CO)(CO)C(=O)OCC, O=S(=O)(O)O. Yields the product CCOC(=O)C1(C(=O)OCC)COC(C)(C)OC1. RXN SMILES: [CH3:16][O:17][C:18]([CH3:19])([CH3:20])[O:21][CH3:22].[CH3:34][C:35](=[O:36])[CH3:37].[Na+:28].[Na+:29].[O-:30][C:31](=[O:32])[O-:33].[OH:1][CH2:2][C:3]([C:4](=[O:5])[O:6][CH2:7][CH3:8])([C:9](=[O:10])[O:11][CH2:12][CH3:13])[CH2:14][OH:15].[S:23](=[O:24])(=[O:25])([OH:26])[OH:27]>>[O:1]1[CH2:2][C:3]([C:4](=[O:5])[O:6][CH2:7][CH3:8])([C:9](=[O:10])[O:11][CH2:12][CH3:13])[CH2:14][O:15][C:18]1([CH3:19])[CH3:20]. Starting materials: CCCP(=O)(O)O, CCOC(C)=O, COC(=O)N1CC(c2nc(-c3ccc(C)c(N)c3)no2)C1, O=C(O)c1cnc2cc(-c3cc[nH]n3)ccn12. The product is COC(=O)N1CC(c2nc(-c3ccc(C)c(NC(=O)c4cnc5cc(-c6cc[nH]n6)ccn45)c3)no2)C1. As a reaction SMILES: [CH2:39]([P:40]([OH:41])([OH:42])=[O:43])[CH2:44][CH3:45].[CH3:46][CH2:47][O:48][C:49](=[O:50])[CH3:51].[NH2:18][c:19]1[cH:20][c:21](-[c:26]2[n:27][o:28][c:29]([CH:31]3[CH2:32][N:33]([C:35](=[O:36])[O:37][CH3:38])[CH2:34]3)[n:30]2)[cH:22][cH:23][c:24]1[CH3:25].[nH:1]1[n:2][c:3](-[c:6]2[cH:7][c:8]3[n:9]([cH:10][cH:11]2)[c:12]([C:15](=[O:16])[OH:17])[cH:13][n:14]3)[cH:4][cH:5]1>>[nH:1]1[n:2][c:3](-[c:6]2[cH:7][c:8]3[n:9]([cH:10][cH:11]2)[c:12]([C:15](=[O:17])[NH:18][c:19]2[cH:20][c:21](-[c:26]4[n:27][o:28][c:29]([CH:31]5[CH2:32][N:33]([C:35](=[O:36])[O:37][CH3:38])[CH2:34]5)[n:30]4)[cH:22][cH:23][c:24]2[CH3:25])[cH:13][n:14]3)[cH:4][cH:5]1. Starting materials: C(C)(=O)NC=1C=CC=C2CN(C(C12)=O)C(CC(=O)O)C1=CC(=C(C=C1)OC(F)F)OCC (3-(7-acetylamino-1-oxo-1,3-dihydro-isoindol-2-yl)-3-(4-difluoromethoxy-3-ethoxy-phenyl)-propionic acid), C1=CN(C=N1)C(=O)N2C=CN=C2 (CDI), Cl.NO (hydroxylamine hydrocloride). Solvent: C1CCOC1 (THF). Yields the product C(C)(=O)NC=1C=CC=C2CN(C(C12)=O)C(CC(=O)NO)C1=CC(=C(C=C1)OC(F)F)OCC (3-(7-acetylamino-1-oxo-1,3-dihydro-isoindol-2-yl)-3-(4-difluoromethoxy-3-ethoxy-phenyl)-N-hydroxy-propionamide). The yield is 36.5%. As a reaction SMILES: [C:1]([NH:4][C:5]1[CH:6]=[CH:7][CH:8]=[C:9]2[C:13]=1[C:12](=[O:14])[N:11]([CH:15]([C:20]1[CH:25]=[CH:24][C:23]([O:26][CH:27]([F:29])[F:28])=[C:22]([O:30][CH2:31][CH3:32])[CH:21]=1)[CH2:16][C:17](O)=[O:18])[CH2:10]2)(=[O:3])[CH3:2].C1N=CN(C(N2C=NC=C2)=O)C=1.Cl.[NH2:46][OH:47]>C1COCC1>[C:1]([NH:4][C:5]1[CH:6]=[CH:7][CH:8]=[C:9]2[C:13]=1[C:12](=[O:14])[N:11]([CH:15]([C:20]1[CH:25]=[CH:24][C:23]([O:26][CH:27]([F:29])[F:28])=[C:22]([O:30][CH2:31][CH3:32])[CH:21]=1)[CH2:16][C:17]([NH:46][OH:47])=[O:18])[CH2:10]2)(=[O:3])[CH3:2] |f:2.3|. Procedure: 3-(7-Acetylamino-1-oxo-1,3-dihydro-isoindol-2-yl)-3-(4-difluoromethoxy-3-ethoxy-phenyl)-N-hydroxy-propionamide was prepared by the procedure of example 8 from 3-(7-acetylamino-1-oxo-1,3-dihydro-isoindol-2-yl)-3-(4-difluoromethoxy-3-ethoxy-phenyl)-propionic acid (0.6 g, 1.3 mmol), CDI (0.32 g, 2.0 mmol) and hydroxylamine hydrocloride (0.19 g, 2.6 mmol) in THF (30 ml) to give 3-(7-acetylamino-1-oxo-1,3-dihydro-isoindol-2-yl)-3-(4-difluoromethoxy-3-ethoxy-phenyl)-N-hydroxy-propionamide as white sol... Reaction conditions: temperature 0 celsius, time 1 hour. The product is FC1=CC=C(C=C1)C1=CC=C(C=C1)CNCC=1C=C(CNC(OC(C)(C)C)=O)C=CC1 (tert-Butyl 3-(((4′-fluorobiphenyl-4-yl)methylamino)methyl)benzylcarbamate). The yield is 85.6%. The solvent is CO (methanol). As a reaction SMILES: [F:1][C:2]1[CH:7]=[CH:6][C:5]([C:8]2[CH:13]=[CH:12][C:11]([CH:14]=O)=[CH:10][CH:9]=2)=[CH:4][CH:3]=1.[NH2:16][CH2:17][C:18]1[CH:19]=[C:20]([CH:30]=[CH:31][CH:32]=1)[CH2:21][NH:22][C:23](=[O:29])[O:24][C:25]([CH3:28])([CH3:27])[CH3:26].[BH4-].[Na+]>CO>[F:1][C:2]1[CH:3]=[CH:4][C:5]([C:8]2[CH:9]=[CH:10][C:11]([CH2:14][NH:16][CH2:17][C:18]3[CH:19]=[C:20]([CH:30]=[CH:31][CH:32]=3)[CH2:21][NH:22][C:23](=[O:29])[O:24][C:25]([CH3:27])([CH3:28])[CH3:26])=[CH:12][CH:13]=2)=[CH:6][CH:7]=1 |f:2.3|. Procedure details: 4′-Fluorobiphenyl-4-carbaldehyde (1.0 g, 5 mmol, 1.0 eq) and tert-butyl 3-(amino methyl)benzylcarbamate (1.18 g, 5 mmol, 1 eq) were dissolved in dry methanol under nitrogen and refluxed for 4 h. The reaction mass was cooled to 0° C. and sodium borohydride (570 mg, 15 mmol, 3 eq) was added portionwise at 0° C. over 20-30 minutes. The mixture was stirred for 1 h at 0° C. and then the reaction was quenched with 10% aq. sodium bicarbonate solution. The mixture was stirred at room temperature for 1 h... The reactants are FC1=CC=C(C=C1)C1=CC=C(C=C1)C=O (4′-Fluorobiphenyl-4-carbaldehyde), NCC=1C=C(CNC(OC(C)(C)C)=O)C=CC1 (tert-butyl 3-(amino methyl)benzylcarbamate), [BH4-].[Na+] (sodium borohydride). Reactants: CCCCCCCCCCCCN, O=S(=O)(O)Cl, c1ccncc1. The product is CCCCCCCCCCCCNS(=O)(=O)O. As a reaction SMILES: [CH2:1]([CH2:2][CH2:3][CH2:4][CH2:5][CH2:6][CH2:7][CH2:8][CH2:9][CH2:10][CH2:11][CH3:12])[NH2:13].[Cl:14][S:15](=[O:16])(=[O:17])[OH:18].[cH:19]1[cH:20][cH:21][n:22][cH:23][cH:24]1>>[CH2:1]([CH2:2][CH2:3][CH2:4][CH2:5][CH2:6][CH2:7][CH2:8][CH2:9][CH2:10][CH2:11][CH3:12])[NH:13][S:15](=[O:16])(=[O:17])[OH:18]. The reactants are CC1(OB(OC1(C)C)C1=CC=C(C=C1)CCCO)C (3-[4-(4,4,5,5-tetramethyl-1,3,2-dioxaborolan-2-yl)phenyl]propan-1-ol), sodium metaborate octahydrate, CCOCC (ether), BrC1=C(C=C(C=C1)I)F (1-bromo-2-fluoro-4-iodobenzene). The reagents and catalysts are Cl[Pd]([P](C1=CC=CC=C1)(C2=CC=CC=C2)C3=CC=CC=C3)([P](C4=CC=CC=C4)(C5=CC=CC=C5)C6=CC=CC=C6)Cl (bis(triphenylphosphine)palladium(II) chloride). Run in C1CCOC1 (THF), O (water), C1CCOC1 (THF). Yields the product crude product, BrC1=C(C=C(C=C1)C1=CC=C(C=C1)CCCO)F (3-(4′-bromo-3′-fluorobiphenyl-4-yl)propan-1-ol). RXN SMILES: [Br:1][C:2]1[CH:7]=[CH:6][C:5](I)=[CH:4][C:3]=1[F:9].CC1(C)C(C)(C)OB([C:18]2[CH:23]=[CH:22][C:21]([CH2:24][CH2:25][CH2:26][OH:27])=[CH:20][CH:19]=2)O1.CCOCC>O.C1COCC1.Cl[Pd](Cl)([P](C1C=CC=CC=1)(C1C=CC=CC=1)C1C=CC=CC=1)[P](C1C=CC=CC=1)(C1C=CC=CC=1)C1C=CC=CC=1>[Br:1][C:2]1[CH:7]=[CH:6][C:5]([C:18]2[CH:23]=[CH:22][C:21]([CH2:24][CH2:25][CH2:26][OH:27])=[CH:20][CH:19]=2)=[CH:4][C:3]=1[F:9] |^1:42,61|. Reported procedure: 18 g (65 mmol) of sodium metaborate octahydrate and 2.8 g (3.9 mmol) of bis(triphenylphosphine)palladium(II) chloride are initially introduced in 200 ml of water and 100 ml of THF, 1-bromo-2-fluoro-4-iodobenzene are added, and a solution of 21.5 g (0.082 mol) of 3-[4-(4,4,5,5-tetramethyl-1,3,2-dioxaborolan-2-yl)phenyl]propan-1-ol in 100 ml THF is subsequently added dropwise. The batch is heated under reflux overnight, taken up in MTB ether and washed three times with water. The org. phase is dri... Reaction SMILES: [C:1]1([C:7]2[NH:16][C:10]3=[N:11][CH:12]=[C:13]([NH2:15])[CH:14]=[C:9]3[N:8]=2)[CH:6]=[CH:5][CH:4]=[CH:3][CH:2]=1.Cl[C:18]([O:20][CH:21]([CH:23]=[CH2:24])[CH3:22])=[O:19]>N1C=CC=CC=1.ClCCl.O>[CH3:22][CH:21]([O:20][C:18](=[O:19])[NH:15][C:13]1[CH:14]=[C:9]2[N:8]=[C:7]([C:1]3[CH:2]=[CH:3][CH:4]=[CH:5][CH:6]=3)[NH:16][C:10]2=[N:11][CH:12]=1)[CH:23]=[CH2:24]. Reactants: C1(=CC=CC=C1)C1=NC=2C(=NC=C(C2)N)N1 (2-phenyl-3H-imidazo[4,5-b]pyridin-6-ylamine), ClC(=O)OC(C)C=C (3-buten-2-yl chloroformate). The solvent is N1=CC=CC=C1 (pyridine), ClCCl (dichloromethane), O (water). Reported procedure: 80 mg 2-phenyl-3H-imidazo[4,5-b]pyridin-6-ylamine (0.38 mmol,) in 3 ml dry pyridine were treated with a solution of 3-buten-2-yl chloroformate in dichloromethane. The mixture was stirred at room temperature over night, diluted with 1 ml water and stirred for another hr. The solvents were evaporated and the residue was dispersed in water with sonication, filtered, and the filter residue washed thoroughly with water and ether. The product is CC(C=C)OC(NC=1C=C2C(=NC1)NC(=N2)C2=CC=CC=C2)=O ((2-Phenyl-3H-imidazo[4,5-b]pyridin-6-yl)-carbamic acid 1-methyl-allyl ester).